This data is from the Open Reaction Database (ORD), a public repository of structured organic reaction records. The task is: describe an organic reaction: reactants, conditions, products, and yield The reactants are CN(C=O)C (dimethylformamide), C(=C)(C)C1=CC=C(C=C1)O (4-isopropenylphenol), FCCCl (1-fluoro-2-chloroethane), C([O-])([O-])=O.[K+].[K+] (potassium carbonate). Run in O (water). Product: FCCOC1=CC=C(C=C1)C(=C)C (4-(2-fluoroethoxy)isopropenylbenzene). Yield: 95.7%. As a reaction SMILES: CN(C)C=O.[C:6]([C:9]1[CH:14]=[CH:13][C:12]([OH:15])=[CH:11][CH:10]=1)([CH3:8])=[CH2:7].[F:16][CH2:17][CH2:18]Cl.C(=O)([O-])[O-].[K+].[K+]>O>[F:16][CH2:17][CH2:18][O:15][C:12]1[CH:13]=[CH:14][C:9]([C:6]([CH3:8])=[CH2:7])=[CH:10][CH:11]=1 |f:3.4.5|. Procedure details: To 30 ml of dimethylformamide were added 7.0 g of 4-isopropenylphenol, 6.1 g of 1-fluoro-2-chloroethane and 8.7 g of potassium carbonate. With stirring, they were reacted at 120° C. for 4 hours. The reaction mixture was cooled to room temperature, and poured into water. The mixture was then extracted with toluene. The toluene layer was washed with water and dried over anhydrous sodium sulfate. Toluene was evaporated under reduced pressure to give 9.0 g of crude 4-(2-fluoroethoxy)isopropenylbenze... Starting materials: ClCCl, CC(=O)OC(C)=O, Cl, COC(=O)c1ccc(-c2ccccc2)cc1NC(=O)c1ccc(OC2CCNCC2)cc1O, c1ccncc1. The product is COC(=O)c1ccc(-c2ccccc2)cc1NC(=O)c1ccc(OC2CCN(C(C)=O)CC2)cc1O. Reaction SMILES: [CH2:8]([Cl:9])[Cl:10].[CH3:1][C:2](=[O:3])[O:4][C:5](=[O:6])[CH3:7].[ClH:11].[OH:12][c:13]1[c:14]([C:15](=[O:16])[NH:17][c:18]2[c:19]([C:20](=[O:21])[O:22][CH3:23])[cH:24][cH:25][c:26](-[c:28]3[cH:29][cH:30][cH:31][cH:32][cH:33]3)[cH:27]2)[cH:34][cH:35][c:36]([O:38][CH:39]2[CH2:40][CH2:41][NH:42][CH2:43][CH2:44]2)[cH:37]1.[cH:45]1[cH:46][cH:47][n:48][cH:49][cH:50]1>>[CH3:1][C:2](=[O:3])[N:42]1[CH2:41][CH2:40][CH:39]([O:38][c:36]2[cH:35][cH:34][c:14]([C:15](=[O:16])[NH:17][c:18]3[c:19]([C:20](=[O:21])[O:22][CH3:23])[cH:24][cH:25][c:26](-[c:28]4[cH:29][cH:30][cH:31][cH:32][cH:33]4)[cH:27]3)[c:13]([OH:12])[cH:37]2)[CH2:44][CH2:43]1. Reactants: O1C(=CC=C1)C1=CC(=C(C(O1)=O)C#N)N1CCCCC1 (6-(furan-2-yl)-2-oxo-4-(piperidin-1-yl)-2H-pyran-3-carbonitrile), indanone-2, [H-].[Na+] (NaH), C1CCOC1 (THF). Yields the product O1C(=CC=C1)C1=CC(=C(C=2CC3=CC=CC=C3C12)C#N)N1CCCCC1 (4-Furan-2-yl-2-piperidin-1-yl-9H-fluorene-1-carbonitrile). As a reaction SMILES: [O:1]1[CH:5]=[CH:4][CH:3]=[C:2]1[C:6]1O[C:10](=O)[C:9]([C:13]#[N:14])=[C:8]([N:15]2[CH2:20][CH2:19][CH2:18][CH2:17][CH2:16]2)[CH:7]=1.[H-].[Na+].[CH2:23]1[CH2:27]O[CH2:25][CH2:24]1>>[O:1]1[CH:5]=[CH:4][CH:3]=[C:2]1[C:6]1[C:4]2[C:3]3[C:24](=[CH:23][CH:27]=[CH:6][CH:2]=3)[CH2:25][C:10]=2[C:9]([C:13]#[N:14])=[C:8]([N:15]2[CH2:20][CH2:19][CH2:18][CH2:17][CH2:16]2)[CH:7]=1 |f:1.2|. Procedure: A mixture of 6-(furan-2-yl)-2-oxo-4-(piperidin-1-yl)-2H-pyran-3-carbonitrile (270 mg), indanone-2 (132 mg) and NaH (28 mg) in THF was stirred for <5 min. After completion, the reaction solvent was evaporated under vacuum to dryness and crude solid was quenched with ice water and subsequently neutralized with dil. HCl, finally purified by column chromatography using ethylacetate-hexane as eluent White solid; mp 160-162° C.; ESIMS 341 (M++1); IR (KBr) 2218 cm−1 (CN).